This data is from the Open Reaction Database (ORD), a public repository of structured organic reaction records. The task is: describe an organic reaction: reactants, conditions, products, and yield Reactants: C(C1=CC=CC=C1)OC1=C(N)C=CC(=C1)OC=1C=NC(=CC1)S(=O)(=O)C (2-(benzyloxy)-4-{[6-(methylsulfonyl)pyridin-3-yl]oxy}aniline). Reagents/catalysts: [Pd] (palladium on carbon). Run in O1CCCC1 (tetrahydrofuran), CO (methanol). Conditions: time 5 hour. Yields the product NC1=C(C=C(C=C1)OC=1C=NC(=CC1)S(=O)(=O)C)O (2-Amino-5-{[6-(methylsulfonyl)pyridin-3-yl]oxy}phenol). Yield: 87.8%. As a reaction SMILES: C([O:8][C:9]1[CH:15]=[C:14]([O:16][C:17]2[CH:18]=[N:19][C:20]([S:23]([CH3:26])(=[O:25])=[O:24])=[CH:21][CH:22]=2)[CH:13]=[CH:12][C:10]=1[NH2:11])C1C=CC=CC=1>O1CCCC1.CO.[Pd]>[NH2:11][C:10]1[CH:12]=[CH:13][C:14]([O:16][C:17]2[CH:18]=[N:19][C:20]([S:23]([CH3:26])(=[O:25])=[O:24])=[CH:21][CH:22]=2)=[CH:15][C:9]=1[OH:8]. Procedure: To a solution of 2-(benzyloxy)-4-{[6-(methylsulfonyl)pyridin-3-yl]oxy}aniline (26 g) in a mixture of tetrahydrofuran (200 mL) and methanol (50 mL) was added palladium on carbon (5 g, 10 wt %, wet), and the mixture was stirred at room temperature for 5 h under hydrogen atmosphere. The mixture was filtered to remove the catalyst and the filtrate was concentrated under reduced pressure. The residual oil was solidified with diethyl ether, and the solid was washed with ethyl acetate-diethyl ether to ... Starting materials: COCCOCCOCCOC1=C(C=C(C(=C1)[N+](=O)[O-])[N+](=O)[O-])OCCOCCOCCOC (1,2-bis[2-[2-(2-methoxyethoxy)ethoxy]ethoxy]-4,5-dinitrobenzene), NC1=C(C=C(C(=C1)OCCOCCOCCOC)OCCOCCOCCOC)N (1,2-diamino-4,5-bis[2-[2-(2-methoxyethoxy)ethoxy]ethoxy]benzene), C(Cl)Cl.CO (CH2Cl2 MeOH), O.NN (Hydrazine hydrate), diamine. Reagents/catalysts: [Pd] (palladium on carbon). The solvent is C(C)O (ethanol), CCO (EtOH). Yields the product NC1=C(C(=C(C=C1)OCCOCCOCCOC)OCCOCCOCCOC)N (1,2-diamino-bis[2-[2-(2-methoxyethoxy)ethoxy]ethoxy]benzene). Yield: 89.0%. RXN SMILES: [NH2:1][C:2]1[CH:7]=[C:6]([O:8][CH2:9][CH2:10][O:11][CH2:12][CH2:13][O:14][CH2:15][CH2:16][O:17][CH3:18])[C:5]([O:19][CH2:20][CH2:21][O:22][CH2:23][CH2:24][O:25][CH2:26][CH2:27][O:28][CH3:29])=[CH:4][C:3]=1N.COCCOCCOCCOC1C=C([N+:48]([O-])=O)C([N+]([O-])=O)=CC=1OCCOCCOCCOC.O.NN.C(Cl)Cl.CO>C(O)C.[Pd]>[NH2:1][C:2]1[CH:3]=[CH:4][C:5]([O:19][CH2:20][CH2:21][O:22][CH2:23][CH2:24][O:25][CH2:26][CH2:27][O:28][CH3:29])=[C:6]([O:8][CH2:9][CH2:10][O:11][CH2:12][CH2:13][O:14][CH2:15][CH2:16][O:17][CH3:18])[C:7]=1[NH2:48] |f:2.3,4.5|. Procedure details: Synthesis of 1,2-diamino-4,5-bis[2-[2-(2-methoxyethoxy)ethoxy]ethoxy]benzene, IF, FIG. 1B. In an oven dried 500 mL round bottom flask, equipped with a Claisen adapter, pressure equalizing dropping funnel, and reflux condenser, 1,2-bis[2-[2-(2-methoxyethoxy)ethoxy]ethoxy]-4,5-dinitrobenzene 1E (20 g, 0.04 mol) was dissolved in absolute ethanol (200 mL). To this clear solution, 10% palladium on carbon (4 g) was added and the dark black suspension was heated to reflux under an argon atmosphere. Hyd... The reactants are ClC=1C=C(C=CC1)C1(CCOCC1)C(=O)C(C(=O)OCC)C(=O)OCC (Diethyl 2-(4-(3-chlorophenyl)-tetrahydro-2H-pyran-4-carbonyl)malonate), OS(=O)(=O)O (H2SO4). Run at time 1 hour. Product: ClC1=CC=C2C(=C(C(C3(CCOCC3)C2=C1)=O)C(=O)OCC)O (Ethyl 7-chloro-4-hydroxy-2-oxo-2′,3′,5′,6′-tetrahydro-spiro[naphthalene-1,4′-pyran]-3-carboxylate). Yield: 52.7%. Reaction SMILES: [Cl:1][C:2]1[CH:3]=[C:4]([C:8]2([C:14]([CH:16]([C:22]([O:24][CH2:25][CH3:26])=[O:23])[C:17]([O:19]CC)=O)=[O:15])[CH2:13][CH2:12][O:11][CH2:10][CH2:9]2)[CH:5]=[CH:6][CH:7]=1.OS(O)(=O)=O>>[Cl:1][C:2]1[CH:3]=[C:4]2[C:5]([C:17]([OH:19])=[C:16]([C:22]([O:24][CH2:25][CH3:26])=[O:23])[C:14](=[O:15])[C:8]32[CH2:13][CH2:12][O:11][CH2:10][CH2:9]3)=[CH:6][CH:7]=1. Reported procedure: Diethyl 2-(4-(3-chlorophenyl)-tetrahydro-2H-pyran-4-carbonyl)malonate (10.66 g, 27.8 mmol) was added to H2SO4 (50 mL, 591 mmol), and the mixture was stirred at room temperature for 1 hour. Ice (H2O) was added, and the aqueous mixture was extracted with EtOAc (2×). The combined organic layers were washed with water (2×) and brine, dried (MgSO4), and concentrated in vacuo to give the crude compound as an orange oil. The crude oil was purified by silica flash chromatography (0-100% DCM/hexane) to g... Starting materials: CC1=C(C(=CC(=C1)CO)C)OC(CNCC(=O)OC(C)(C)C)=O ((tert-butoxycarbonylmethylamino)acetic acid 2,6-dimethyl-4-hydroxymethylphenyl ester), C1(=CC=CC=C1)P(C1=CC=CC=C1)C1=CC=CC=C1 (triphenylphosphine), C(Br)(Br)(Br)Br (carbon tetrabromide). Run in ClCCl (dichloromethane). Reaction conditions: time 1 hour. The product is BrCC1=CC(=C(C(=C1)C)OC(CNCC(=O)OC(C)(C)C)=O)C ((tert-butoxycarbonylmethylamino)acetic acid 4-bromomethyl-2,6-dimethylphenyl ester). Isolated yield 88.8%. Reaction SMILES: [CH3:1][C:2]1[CH:7]=[C:6]([CH2:8]O)[CH:5]=[C:4]([CH3:10])[C:3]=1[O:11][C:12](=[O:23])[CH2:13][NH:14][CH2:15][C:16]([O:18][C:19]([CH3:22])([CH3:21])[CH3:20])=[O:17].C1(P(C2C=CC=CC=2)C2C=CC=CC=2)C=CC=CC=1.C(Br)(Br)(Br)[Br:44]>ClCCl>[Br:44][CH2:8][C:6]1[CH:7]=[C:2]([CH3:1])[C:3]([O:11][C:12](=[O:23])[CH2:13][NH:14][CH2:15][C:16]([O:18][C:19]([CH3:22])([CH3:21])[CH3:20])=[O:17])=[C:4]([CH3:10])[CH:5]=1. Procedure: A mixture of 2.88 g of 4-(tert-butoxycarbonylmethylamino)acetoxy-3,5-dimethylbenzaldehyde and 0.34 g of sodium borohydride in 25 ml of tetrahydrofuran was stirred for 2 h at room temperature. The mixture was diluted with ethyl acetate and was washed with 0.25N HCl. The organic layer was dried over anhydrous sodium sulfate and concentrated to obtain (tert-butoxycarbonylmethylamino)acetic acid 2,6-dimethyl-4-hydroxymethylphenyl ester (2.9 g) as a colourless syrup. To a solution of 2.8 g of (tert-b... Starting materials: C(#N)C=1C=CC=2N(C1)C(=CN2)C(=O)OCC (Ethyl 6-cyanoimidazo[1,2-a]pyridine-3-carboxylate), O.[OH-].[Li+] (lithium hydroxide monohydrate). Run in O1CCCC1.C(C)O.O (tetrahydrofuran ethanol water). Reaction conditions: time 16 hour. Yields the product C(#N)C=1C=CC=2N(C1)C(=CN2)C(=O)[O-].[Li+] (lithium 6-cyanoimidazo[1,2-a]pyridine-3-carboxylate). Isolated yield 100.4%. As a reaction SMILES: [C:1]([C:3]1[CH:4]=[CH:5][C:6]2[N:7]([C:9]([C:12]([O:14]CC)=[O:13])=[CH:10][N:11]=2)[CH:8]=1)#[N:2].O.[OH-].[Li+:19]>O1CCCC1.C(O)C.O>[C:1]([C:3]1[CH:4]=[CH:5][C:6]2[N:7]([C:9]([C:12]([O-:14])=[O:13])=[CH:10][N:11]=2)[CH:8]=1)#[N:2].[Li+:19] |f:1.2.3,4.5.6,7.8|. Reported procedure: Ethyl 6-cyanoimidazo[1,2-a]pyridine-3-carboxylate (13.9 g, 65 mmol) and lithium hydroxide monohydrate (2.7 g, 65 mmol) were dissolved in tetrahydrofuran/ethanol/water (1:2:1, 150 mL:300 mL:150 mL). After stirring for 16 hours at ambient temperature, the solvent was removed under vacuum to give lithium 6-cyanoimidazo[1,2-a]pyridine-3-carboxylate (12.6 g).